This data is from the Open Reaction Database (ORD), a public repository of structured organic reaction records. The task is: describe an organic reaction: reactants, conditions, products, and yield The reactants are Cl.Cl.C(C1=CC=CC=C1)NCCCSC1=CC=NC=C1 (4-[3-(N-benzylamino)propylthio]pyridine dihydrochloride), C(C1=CC=CC=C1)(=O)Cl (benzoyl chloride). The solvent is C(Cl)Cl (methylene chloride). Product: C(C1=CC=CC=C1)N(C(C1=CC=CC=C1)=O)CCCSC1=CC=NC=C1 (4-[3-(N-benzyl-N-benzoylamino)propylthio]pyridine). The yield is 50.2%. RXN SMILES: Cl.Cl.[CH2:3]([NH:10][CH2:11][CH2:12][CH2:13][S:14][C:15]1[CH:20]=[CH:19][N:18]=[CH:17][CH:16]=1)[C:4]1[CH:9]=[CH:8][CH:7]=[CH:6][CH:5]=1.[C:21](Cl)(=[O:28])[C:22]1[CH:27]=[CH:26][CH:25]=[CH:24][CH:23]=1>C(Cl)Cl>[CH2:3]([N:10]([CH2:11][CH2:12][CH2:13][S:14][C:15]1[CH:20]=[CH:19][N:18]=[CH:17][CH:16]=1)[C:21](=[O:28])[C:22]1[CH:27]=[CH:26][CH:25]=[CH:24][CH:23]=1)[C:4]1[CH:5]=[CH:6][CH:7]=[CH:8][CH:9]=1 |f:0.1.2|. Procedure: To a solution of 400 mg (1.21 mmol) of 4-[3-(N-benzylamino)propylthio]pyridine dihydrochloride and 0.55 ml (4.00 mmol) of triiethylamine in 5 ml of methylene chloride, 0.17 ml (1.45 mmol) of benzoyl chloride was added under ice-cooling with stirring. The mixture was stirred at room temperature for 30 minutes. The reaction mixture was washed with a saturated aqueous solution of sodium bicarbonate and water and dried, and then the solvent was distilled off. The residue was purified by column chrom... Reactants: NC(=O)CBr, O=C([O-])[O-], CCCN(CC1CC1)c1cc(C(=O)Nc2ccc3[nH]ncc3c2)ncn1, [I-], [K+], [K+], [K+], CN(C)C=O, O. The product is CCCN(CC1CC1)c1cc(C(=O)Nc2ccc3c(cnn3CC(N)=O)c2)ncn1. As a reaction SMILES: [Br:35][CH2:36][C:37](=[O:38])[NH2:39].[C:27](=[O:28])([O-:29])[O-:30].[CH:1]1([CH2:4][N:5]([c:6]2[cH:7][c:8]([C:12](=[O:13])[NH:14][c:15]3[cH:16][c:17]4[cH:18][n:19][nH:20][c:21]4[cH:22][cH:23]3)[n:9][cH:10][n:11]2)[CH2:24][CH2:25][CH3:26])[CH2:2][CH2:3]1.[I-:34].[K+:31].[K+:32].[K+:33].[O:40]=[CH:41][N:42]([CH3:43])[CH3:44].[OH2:45]>>[CH:1]1([CH2:4][N:5]([c:6]2[cH:7][c:8]([C:12](=[O:13])[NH:14][c:15]3[cH:16][c:17]4[cH:18][n:19][n:20]([CH2:36][C:37](=[O:38])[NH2:39])[c:21]4[cH:22][cH:23]3)[n:9][cH:10][n:11]2)[CH2:24][CH2:25][CH3:26])[CH2:2][CH2:3]1. Reactants: N1C=CC2=CC(=CC=C12)C(=O)O (indole-5-carboxylic acid), cupric tetrafluoroborate n-hydrate, resultant mixture, N1C=CC2=CC(=CC=C12)C(=O)O (indole-5-carboxylic acid). The solvent is C(C)#N (acetonitrile), C(C)#N (acetonitrile). Run at time 15 minute. The product is C1=C2C3=C4C(=C5C(=C3NC2=CC=C1C(=O)O)NC=1C=CC(=CC15)C(=O)O)NC=1C=CC(=CC14)C(=O)O (6,11-dihydro-5H-diindolo [2,3-a:2′,3′-c] carbazole-2,9,14-tricarboxylic acid). Isolated yield 89.9%. RXN SMILES: [NH:1]1[C:9]2[C:4](=[CH:5][C:6]([C:10]([OH:12])=[O:11])=[CH:7][CH:8]=2)[CH:3]=[CH:2]1>C(#N)C>[CH:5]1[C:6]([C:10]([OH:12])=[O:11])=[CH:7][CH:8]=[C:9]2[C:4]=1[C:3]1[C:2]([NH:1]2)=[C:2]2[NH:1][C:9]3[CH:8]=[CH:7][C:6]([C:10]([OH:12])=[O:11])=[CH:5][C:4]=3[C:3]2=[C:2]2[NH:1][C:9]3[CH:8]=[CH:7][C:6]([C:10]([OH:12])=[O:11])=[CH:5][C:4]=3[C:3]=12. Procedure details: 15 ml of acetonitrile was poured into a 200 ml three-neck flask, and 1.61 g of indole-5-carboxylic acid was dissolved therein. On the other hand, preparation of an oxidant solution was performed by dissolving 47.4 g of cupric tetrafluoroborate n-hydrate (Cu content: 20%) in 100 ml of acetonitrile and agitating the mixture for 15 minutes. pH of the reaction solution was less than 1. Then the prepared oxidant solution was dripped over 60 minutes into the indole-5-carboxylic acid solution, and the ... Starting materials: COC(C)(OC)Oc1nccc2ccccc12, C1COCCO1, O, O=S(=O)(O)O. Yields the product CC(=O)Oc1nccc2ccccc12. As a reaction SMILES: [CH3:1][O:2][C:3]([CH3:4])([O:5][c:6]1[n:7][cH:8][cH:9][c:10]2[cH:11][cH:12][cH:13][cH:14][c:15]12)[O:16][CH3:17].[O:18]1[CH2:19][CH2:20][O:21][CH2:22][CH2:23]1.[OH2:29].[S:24](=[O:25])(=[O:26])([OH:27])[OH:28]>>[O:2]=[C:3]([CH3:4])[O:5][c:6]1[n:7][cH:8][cH:9][c:10]2[cH:11][cH:12][cH:13][cH:14][c:15]12. The reactants are C1(CCCCC1)C(CCC=1N=C2C(=NC1)N(C=C2)S(=O)(=O)C2=CC=C(C)C=C2)=O (1-cyclohexyl-3-(5-tosyl-5H-pyrrolo[2,3-b]pyrazin-2-yl)propan-1-one), O(C1=CC=CC=C1)C1=CC=C(C=C1)P1(SP(S1)(C1=CC=C(C=C1)OC1=CC=CC=C1)=S)=S (2,4-bis(4-phenoxyphenyl)-1,3-dithia-2,4-diphosphetane-2,4-disulfide), N1=CC=NC=C1 (pyrazine). Run in CCOC(=O)C (EtOAc), C(=O)(O)[O-].[Na+] (NaHCO3), C1CCOC1 (THF). Conditions: time 6 hour. Yields the product C1(CCCCC1)C1=CC=C2N1C1=C(N=C2)N(C=C1)S(=O)(=O)C1=CC=C(C)C=C1 (8-Cyclohexyl-3-tosyl-3H-dipyrrolo[1,2-a:2′,3′-e]pyrazine). Reaction SMILES: [CH:1]1([C:7](=O)[CH2:8][CH2:9][C:10]2[N:11]=[C:12]3[CH:18]=[CH:17][N:16]([S:19]([C:22]4[CH:28]=[CH:27][C:25]([CH3:26])=[CH:24][CH:23]=4)(=[O:21])=[O:20])[C:13]3=[N:14][CH:15]=2)[CH2:6][CH2:5][CH2:4][CH2:3][CH2:2]1.O(C1C=CC(P2(=S)SP(=S)(C3C=CC(OC4C=CC=CC=4)=CC=3)S2)=CC=1)C1C=CC=CC=1.N1C=CN=CC=1>C1COCC1.CCOC(C)=O.C([O-])(O)=O.[Na+]>[CH:1]1([C:7]2[N:11]3[C:12]4[CH:18]=[CH:17][N:16]([S:19]([C:22]5[CH:28]=[CH:27][C:25]([CH3:26])=[CH:24][CH:23]=5)(=[O:21])=[O:20])[C:13]=4[N:14]=[CH:15][C:10]3=[CH:9][CH:8]=2)[CH2:6][CH2:5][CH2:4][CH2:3][CH2:2]1 |f:5.6|. Reported procedure: To a solution of 1-cyclohexyl-3-(5-tosyl-5H-pyrrolo[2,3-b]pyrazin-2-yl)propan-1-one (0.050 g, 0.12 mmol) in THF (2 mL) was added 2,4-bis(4-phenoxyphenyl)-1,3-dithia-2,4-diphosphetane-2,4-disulfide (0.071 g, 0.13 mmol, TCI). After about 6 h at ambient temperature, the reaction mixture was diluted with EtOAc (50 mL) and NaHCO3 (50 mL). The organic layer was separated, dried over anhydrous Na2SO4, filtered, and concentrated under reduced pressure. The crude product was purified by chromatography on... Reactants: O (water), [OH-].[Na+] (NaOH), O (water), COC(CCC1=CC=C(C=C1)C)=O (3-p-tolyl-propionic acid methyl ester). Solvent: O1CCCC1 (tetrahydrofuran). Run at temperature 0 celsius, time 2 hour. Yields the product C1(=CC=C(C=C1)CCCO)C (3-p-tolyl-propane-1-ol). Isolated yield 92.9%. RXN SMILES: C[O:2][C:3](=O)[CH2:4][CH2:5][C:6]1[CH:11]=[CH:10][C:9]([CH3:12])=[CH:8][CH:7]=1.O.[OH-].[Na+]>O1CCCC1>[C:9]1([CH3:12])[CH:8]=[CH:7][C:6]([CH2:5][CH2:4][CH2:3][OH:2])=[CH:11][CH:10]=1 |f:2.3|. Procedure details: 1.24 g of 3-p-tolyl-propionic acid methyl ester (40ab) prepared by above Step 2 was dissolved in 100 ml of tetrahydrofuran under Ar atmosphere. Then 27 ml of lithium aluminium-hydride was added thereto with stirring for 2 hrs at 0° C. After 3 ml of distilled water, 3 ml of NaOH (1N) and 9 ml of distilled water were added to the reaction mixture sequentially, the mixture was stirred for 30 min and filtered using cellite in glass filter and concentrated in vacuo. The resultant was purified by Sili... Reactants: CC1CCCN1CC1CCCN1, COC(=O)c1ccc(OCc2ccccn2)cc1. The product is CC1CCCN1CC1CCCN1C(=O)c1ccc(OCc2ccccn2)cc1. RXN SMILES: [CH3:19][CH:20]1[N:21]([CH2:25][CH:26]2[NH:27][CH2:28][CH2:29][CH2:30]2)[CH2:22][CH2:23][CH2:24]1.[CH3:1][O:2][C:3]([c:4]1[cH:5][cH:6][c:7]([O:10][CH2:11][c:12]2[n:13][cH:14][cH:15][cH:16][cH:17]2)[cH:8][cH:9]1)=[O:18]>>[C:3]([c:4]1[cH:5][cH:6][c:7]([O:10][CH2:11][c:12]2[n:13][cH:14][cH:15][cH:16][cH:17]2)[cH:8][cH:9]1)(=[O:18])[N:27]1[CH:26]([CH2:25][N:21]2[CH:20]([CH3:19])[CH2:24][CH2:23][CH2:22]2)[CH2:30][CH2:29][CH2:28]1. Starting materials: NC1=C(C(=O)C2=CC=CC=C2)C=CC(=C1C)C (2-amino-3,4-dimethylbenzophenone), N(=O)[O-].[Na+] (sodium nitrite). The solvent is Cl (hydrochloric acid). RXN SMILES: N[C:2]1[C:15]([CH3:16])=[C:14]([CH3:17])[CH:13]=[CH:12][C:3]=1[C:4]([C:6]1[CH:11]=[CH:10][CH:9]=[CH:8][CH:7]=1)=O.N([O-])=[O:19].[Na+]>Cl>[CH3:16][C:15]1[C:2](=[O:19])[C:3]2[C:12](=[CH:13][C:14]=1[CH3:17])[C:11]1[C:6](=[CH:7][CH:8]=[CH:9][CH:10]=1)[CH:4]=2 |f:1.2|. Product: CC=1C(C2=CC3=CC=CC=C3C2=CC1C)=O (2,3-dimethylfluorenone). Reported procedure: Substituted fluorenones are prepared as follows: 1-bromofluorenone is prepared from 2,6-dibromobenzophenone (Rec. Trav. Chem., 32, 167). 2,4-Dibromobenzophenone yields 1,3-dibromofluorenone (Rec. Trav. Chem., 32, 173). Treating 9,9-Dichloro-2,7-dibromofluorene with PCl5 at 210°-220° C. yields 2,7-dibromofluorenone (Annalen der Chemie, 387, 156). Treating 2,9,9-trichlorofluorene with water yields 2-chlorofluorenone (Ber., 54, 2073). Preparation of 2-nitrofluorenone is described in (Rec. Trav. Che... Product: ClC=1C=CC=2CC3=C(NC(C=4N3C=C(N4)C(=O)O)=O)C2C1 (7-chloro-4,5-dihydro-4-oxo-10H-imidazo[1,2-a]indeno[1,2-e]-pyrazine-2-carboxylic acid). Procedure details: 0.58 g of ethyl-chloro-4,5-dihydro-4-oxo-10H-imidazo[1,2-a]indeno[1,2-e]pyrazine-2-carboxylate in suspension in 10 ml of 6N hydrochloric acid is heated to reflux for 24 hours. After cooling to a temperature close to 20° C., the insoluble matter is filtered off, washed with water and dried under reduced pressure (1 mm Hg; 0.13 kPa) at 45° C. 0.38 g of 7-chloro-4,5-dihydro-4-oxo-10H-imidazo[1,2-a]indeno[1,2-e]-pyrazine-2-carboxylic acid is thus obtained in the form of a beige powder whose melting ... The reactants are C(C)N1C(C=2N(C3=C1C=1C=CC=CC1C3)C(=C(N2)C(=O)[O-])Cl)=O (ethyl-chloro-4,5-dihydro-4-oxo-10H-imidazo[1,2-a]indeno[1,2-e]pyrazine-2-carboxylate), Cl (hydrochloric acid). As a reaction SMILES: C([N:3]1[C:8]2[C:9]3[CH:10]=[CH:11][CH:12]=[CH:13][C:14]=3[CH2:15][C:7]=2[N:6]2[C:16](Cl)=[C:17]([C:19]([O-:21])=[O:20])[N:18]=[C:5]2[C:4]1=[O:23])C.[ClH:24]>>[Cl:24][C:11]1[CH:12]=[CH:13][C:14]2[CH2:15][C:7]3[N:6]4[CH:16]=[C:17]([C:19]([OH:21])=[O:20])[N:18]=[C:5]4[C:4](=[O:23])[NH:3][C:8]=3[C:9]=2[CH:10]=1.